Dataset: the Open Reaction Database (ORD), a public repository of structured organic reaction records. Task: describe an organic reaction: reactants, conditions, products, and yield The reactants are [BH4-], Cl, N#Cc1cc(N2CCCCC2)ccc1[N+](=O)[O-], [Na+], C1CCOC1, O=C(O)C(F)(F)F. Product: NCc1cc(N2CCCCC2)ccc1[N+](=O)[O-]. As a reaction SMILES: [BH4-:8].[ClH:27].[N+:10](=[O:11])([O-:12])[c:13]1[c:14]([C:15]#[N:16])[cH:17][c:18]([N:21]2[CH2:22][CH2:23][CH2:24][CH2:25][CH2:26]2)[cH:19][cH:20]1.[Na+:9].[O:28]1[CH2:29][CH2:30][CH2:31][CH2:32]1.[OH:1][C:2]([C:3]([F:4])([F:5])[F:6])=[O:7]>>[N+:10](=[O:11])([O-:12])[c:13]1[c:14]([CH2:15][NH2:16])[cH:17][c:18]([N:21]2[CH2:22][CH2:23][CH2:24][CH2:25][CH2:26]2)[cH:19][cH:20]1. Reactants: ClC1=CC2=C(C(C3=C(CC2)C=C(C=C3)Cl)=O)C=C1 (2,8-dichloro-10,11-dihydro-dibenzo[a,d]cycloheptene-5-one), P12(=S)SP3(=S)SP(=S)(S1)SP(=S)(S2)S3 (phosphorus pentasulfide), C[Si](O[Si](C)(C)C)(C)C (hexamethyldisiloxane). Solvent: C1(=CC=CC=C1)C (toluene). Product: ClC1=CC2=C(C(C3=C(CC2)C=C(C=C3)Cl)=S)C=C1 (2,8-dichloro-10,11-dihydro-dibenzo[a,d]cycloheptene-5-thione). Yield: 191.9%. Reaction SMILES: [Cl:1][C:2]1[CH:18]=[CH:17][C:5]2[C:6](=O)[C:7]3[CH:14]=[CH:13][C:12]([Cl:15])=[CH:11][C:8]=3[CH2:9][CH2:10][C:4]=2[CH:3]=1.P12(SP3(SP(SP(S3)(S1)=S)(=S)S2)=S)=[S:20].C[Si](C)(C)O[Si](C)(C)C>C1(C)C=CC=CC=1>[Cl:1][C:2]1[CH:18]=[CH:17][C:5]2[C:6](=[S:20])[C:7]3[CH:14]=[CH:13][C:12]([Cl:15])=[CH:11][C:8]=3[CH2:9][CH2:10][C:4]=2[CH:3]=1. Procedure: To a stirred solution of 2,8-dichloro-10,11-dihydro-dibenzo[a,d]cycloheptene-5-one (0.70 g, 2.53 mMol) in toluene (20 ml) were added phosphorus pentasulfide (1 eq, 561 mg) and hexamethyldisiloxane (1 eq, 0.54 ml). The mixture was heated 3 h at reflux and allowed to cool to room temperature. The mixture was filtered through a pad of silica gel (70 g) and washed through with 8:1 heptane/ethyl acetate. Evaporation of the solvent under reduced pressure afforded 2,8-dichloro-10,11-dihydro-dibenzo[a,d... The reactants are ClCCOC1=NNC2=NC=NC(=C21)NC2=CC(=C(C=C2)OCC2=NC=CC=C2)Cl (3-(2-chloroethoxy)-N-[3-chloro-4-(pyridin-2-ylmethoxy)phenyl]-1H-pyrazolo[3,4-d]pyrimidin-4-amine), C1CNCCOC1 (homomorpholine). Yields the product ClC=1C=C(C=CC1OCC1=NC=CC=C1)NC1=C2C(=NC=N1)NN=C2OCCN2CCOCCC2 (N-[3-chloro-4-(pyridin-2-ylmethoxy)phenyl]-3-[2-(1,4-oxazepan-4-yl)ethoxy]-1H-pyrazolo[3,4-d]pyrimidin-4-amine). The yield is 20.0%. As a reaction SMILES: Cl[CH2:2][CH2:3][O:4][C:5]1[C:13]2[C:8](=[N:9][CH:10]=[N:11][C:12]=2[NH:14][C:15]2[CH:20]=[CH:19][C:18]([O:21][CH2:22][C:23]3[CH:28]=[CH:27][CH:26]=[CH:25][N:24]=3)=[C:17]([Cl:29])[CH:16]=2)[NH:7][N:6]=1.[CH2:30]1[CH2:36][O:35][CH2:34][CH2:33][NH:32][CH2:31]1>>[Cl:29][C:17]1[CH:16]=[C:15]([NH:14][C:12]2[N:11]=[CH:10][N:9]=[C:8]3[NH:7][N:6]=[C:5]([O:4][CH2:3][CH2:2][N:32]4[CH2:31][CH2:30][CH2:36][O:35][CH2:34][CH2:33]4)[C:13]=23)[CH:20]=[CH:19][C:18]=1[O:21][CH2:22][C:23]1[CH:28]=[CH:27][CH:26]=[CH:25][N:24]=1. Procedure details: The procedure described in Example 23 was repeated using 3-(2-chloroethoxy)-N-[3-chloro-4-(pyridin-2-ylmethoxy)phenyl]-1H-pyrazolo[3,4-d]pyrimidin-4-amine (prepared as described in Example 13) and homomorpholine to give the title compound in 20% yield; NMR Spectrum: 1.74-1.79 (m, 2H), 2.75-2.78 (m, 4H), 2.97 (t, 2H), 3.56-3.58 (m, 2H), 3.61-3.64 (m, 2H), 4.41 (t, 2H), 5.29 (s, 2H), 7.24 (d, 1H), 7.36-7.38 (m, 1H), 7.55-7.58 (m, 2H), 7.86-7.91 (m, 2H), 8.29 (s, 1H), 8.45 (s, 1H), 8.59 (d, 1H); Ma... Reactants: C1(CCCCC1)N(S(=O)(=O)CCNCC1=C(C=CC(=C1)C(C1=CC=CC=C1)=O)N)C (2-(2-amino-5-benzoyl-benzylamino)-ethanesulfonic acid cyclohexyl-methyl-amide), N#CBr (cyanogen bromide). The solvent is C(C)O (ethanol). The product is C1(CCCCC1)N(S(=O)(=O)CCN1C(=NC2=CC=C(C=C2C1)C(C1=CC=CC=C1)=O)N)C (2-(2-Amino-6-benzoyl-4H-quinazolin-3-yl)-ethanesulfonic acid cyclohexyl-methyl-amide). RXN SMILES: [CH:1]1([N:7]([CH3:30])[S:8]([CH2:11][CH2:12][NH:13][CH2:14][C:15]2[CH:20]=[C:19]([C:21](=[O:28])[C:22]3[CH:27]=[CH:26][CH:25]=[CH:24][CH:23]=3)[CH:18]=[CH:17][C:16]=2[NH2:29])(=[O:10])=[O:9])[CH2:6][CH2:5][CH2:4][CH2:3][CH2:2]1.[N:31]#[C:32]Br>C(O)C>[CH:1]1([N:7]([CH3:30])[S:8]([CH2:11][CH2:12][N:13]2[CH2:14][C:15]3[C:16](=[CH:17][CH:18]=[C:19]([C:21](=[O:28])[C:22]4[CH:27]=[CH:26][CH:25]=[CH:24][CH:23]=4)[CH:20]=3)[N:29]=[C:32]2[NH2:31])(=[O:10])=[O:9])[CH2:2][CH2:3][CH2:4][CH2:5][CH2:6]1. Reported procedure: A mixture of 2-(2-amino-5-benzoyl-benzylamino)-ethanesulfonic acid cyclohexyl-methyl-amide (0.0054 mol) and cyanogen bromide (0.0080 mol) in ethanol (100 mL) was stirred and refluxed for 2 hours, and then the reaction mixture was cooled to room temperature. After filtration, the filter residue was washed with diisopropyl ether and dried under vacuum to yield the title compound as a solid. Starting materials: Cc1cc(C)c(CNC(=O)c2cc(C3=CC(C)(C)NC(C)(C)C3)nc3c2cnn3C(C)C)c(=O)[nH]1, CO. The product is Cc1cc(C)c(CNC(=O)c2cc(C3CC(C)(C)NC(C)(C)C3)nc3c2cnn3C(C)C)c(=O)[nH]1. As a reaction SMILES: [CH3:1][c:2]1[c:3]([CH2:10][NH:11][C:12](=[O:13])[c:14]2[c:15]3[c:16]([n:17][c:18]([C:20]4=[CH:25][C:24]([CH3:26])([CH3:27])[NH:23][C:22]([CH3:28])([CH3:29])[CH2:21]4)[cH:19]2)[n:30]([CH:33]([CH3:34])[CH3:35])[n:31][cH:32]3)[c:4](=[O:9])[nH:5][c:6]([CH3:8])[cH:7]1.[CH3:36][OH:37]>>[CH3:1][c:2]1[c:3]([CH2:10][NH:11][C:12](=[O:13])[c:14]2[c:15]3[c:16]([n:17][c:18]([CH:20]4[CH2:21][C:22]([CH3:28])([CH3:29])[NH:23][C:24]([CH3:26])([CH3:27])[CH2:25]4)[cH:19]2)[n:30]([CH:33]([CH3:34])[CH3:35])[n:31][cH:32]3)[c:4](=[O:9])[nH:5][c:6]([CH3:8])[cH:7]1.